This data is from the Open Reaction Database (ORD), a public repository of structured organic reaction records. The task is: describe an organic reaction: reactants, conditions, products, and yield The reactants are C(C1=CC=CC=C1)=O (benzaldehyde), NC(CO)(C)C (2-amino-2-methyl-1-propanol), C(C)(=O)O (acetic acid), C1=CC=CC=C1 (benzene). The solvent is O (water). Conditions: time 8 hour. Product: C(C1=CC=CC=C1)NC(CO)(C)C (2-benzylamino-2-methyl-1-propanol). Reaction SMILES: [CH:1](=O)[C:2]1[CH:7]=[CH:6][CH:5]=[CH:4][CH:3]=1.[NH2:9][C:10]([CH3:14])([CH3:13])[CH2:11][OH:12].C(O)(=O)C.C1C=CC=CC=1>O>[CH2:1]([NH:9][C:10]([CH3:14])([CH3:13])[CH2:11][OH:12])[C:2]1[CH:7]=[CH:6][CH:5]=[CH:4][CH:3]=1. Procedure details: A mixture of 106 g of benzaldehyde, 89 g of 2-amino-2-methyl-1-propanol, 2 ml of glacial acetic acid and 500 ml of benzene is heated for 3 hours under reflux, using a water separator. After completion of the reaction, the mixture is evaporated and the residue is dissolved in 2 liters of ethanol. After adding a total of 76 g of sodium borohydride in portions over the course of 2-3 hours, continuing to stir the mixture overnight at room temperature, and working up in the usual manner, 2-benzylamin... Starting materials: C1=CC(=NC=C1C#N)Cl (6-chloronicotinitrile), C([O-])([O-])=O.[K+].[K+] (potassium carbonate), CN(C)C=O (DMF), C1(CCCCC1)N (cyclohexylamine). The solvent is CCCCCC.CCOC(=O)C (hexane EtOAc). Conditions: temperature 120 celsius. The product is C1(CCCCC1)NC1=NC=C(C#N)C=C1 (6-Cyclohexylamino-nicotinonitrile). Isolated yield 96.6%. RXN SMILES: [CH:1]1([NH2:7])[CH2:6][CH2:5][CH2:4][CH2:3][CH2:2]1.[CH:8]1[C:13]([C:14]#[N:15])=[CH:12][N:11]=[C:10](Cl)[CH:9]=1.C(=O)([O-])[O-].[K+].[K+].CN(C=O)C>CCCCCC.CCOC(C)=O>[CH:1]1([NH:7][C:10]2[CH:9]=[CH:8][C:13]([C:14]#[N:15])=[CH:12][N:11]=2)[CH2:6][CH2:5][CH2:4][CH2:3][CH2:2]1 |f:2.3.4,6.7|. Procedure details: Add cyclohexylamine (7.1 g, 72 mmol) to a mixture of 6-chloronicotinitrile (1 g, 7.2 mmol), potassium carbonate (3 g, 21.7 mmol), and anhydrous DMF (10 mL). Heat the mixture in a sealed flask at 120° C. for 1.5 h. Cool the reaction to ambient temperature, dilute with hexane/EtOAc (1:1, 100 mL) and wash the mixture with aqueous 5% sodium chloride (3×30 mL). Collect the organic layer and concentrate in vacuo to obtain the desired intermediate (1.4 g, 97%). GC-MS m/z: 201 (M+). Starting materials: C1CCOC1, CCOC(C)=O, CCN(C(C)C)C(C)C, O=C(Cl)C(Cl)Cl, Nc1cccc(-c2cnc3ccccc3n2)c1. Product: O=C(Nc1cccc(-c2cnc3ccccc3n2)c1)C(Cl)Cl. Reaction SMILES: [CH2:33]1[O:34][CH2:35][CH2:36][CH2:37]1.[CH3:38][CH2:39][O:40][C:41](=[O:42])[CH3:43].[CH:18]([N:19]([CH:20]([CH3:21])[CH3:22])[CH2:23][CH3:24])([CH3:25])[CH3:26].[Cl:27][CH:28]([Cl:29])[C:30]([Cl:31])=[O:32].[n:1]1[c:2](-[c:11]2[cH:12][c:13]([NH2:17])[cH:14][cH:15][cH:16]2)[cH:3][n:4][c:5]2[cH:6][cH:7][cH:8][cH:9][c:10]12>>[n:1]1[c:2](-[c:11]2[cH:12][c:13]([NH:17][C:30]([CH:28]([Cl:27])[Cl:29])=[O:32])[cH:14][cH:15][cH:16]2)[cH:3][n:4][c:5]2[cH:6][cH:7][cH:8][cH:9][c:10]12. The reactants are intermediate 27, C(C1=CC=CC=C1)OC1=C(N=C2C(OCCN2C1=O)(C)C)C(=O)O (3-(benzyloxy)-9,9-dimethyl-4-oxo-4,6,7,9-tetrahydropyrimido-[2,1-c][1,4]oxazine-2-carboxylic acid), FC1=CC(=C(C=C1)CN)I ((4-fluoro-2-iodophenyl)methanamine). Yields the product FC1=CC(=C(CNC(=O)C=2N=C3C(OCCN3C(C2OCC2=CC=CC=C2)=O)(C)C)C=C1)I (N-(4-Fluoro-2-iodobenzyl)-3-(benzyloxy)-9,9-dim ethyl-4-oxo-4,6,7,9-tetrahydropyrimido[2,1-c][1,4]oxazine-2-carboxamide). As a reaction SMILES: [CH2:1]([O:8][C:9]1[C:18](=[O:19])[N:17]2[C:12]([C:13]([CH3:21])([CH3:20])[O:14][CH2:15][CH2:16]2)=[N:11][C:10]=1[C:22](O)=[O:23])[C:2]1[CH:7]=[CH:6][CH:5]=[CH:4][CH:3]=1.[F:25][C:26]1[CH:31]=[CH:30][C:29]([CH2:32][NH2:33])=[C:28]([I:34])[CH:27]=1>>[F:25][C:26]1[CH:31]=[CH:30][C:29]([CH2:32][NH:33][C:22]([C:10]2[N:11]=[C:12]3[N:17]([C:18](=[O:19])[C:9]=2[O:8][CH2:1][C:2]2[CH:3]=[CH:4][CH:5]=[CH:6][CH:7]=2)[CH2:16][CH2:15][O:14][C:13]3([CH3:21])[CH3:20])=[O:23])=[C:28]([I:34])[CH:27]=1. Reported procedure: The title compound can be prepared from intermediate 27, 3-(benzyloxy)-9,9-dimethyl-4-oxo-4,6,7,9-tetrahydropyrimido-[2,1-c][1,4]oxazine-2-carboxylic acid and (4-fluoro-2-iodophenyl)methanamine. White solid. 1HNMR 400 MHz (CDCl3) δ ppm: 1.66 (6H, s, 2×CH3), 4.04 (4H, m, 2×CH2,), 4.57 (2H, d, J=6.6 Hz, NCH2), 7.05 (1H, m, aromatic), 7.3–7.38 (3H, m, aromatics), 7.42 (1H, dd, J=6.1 Hz and J=8.6 Hz, aromatic), 7.53 (2H, m, aromatics), 7.56 (1H, dd, J=2.6 Hz and J=8.0 Hz, aromatic), 8.05 (1H, broad ...